This data is from the Open Reaction Database (ORD), a public repository of structured organic reaction records. The task is: describe an organic reaction: reactants, conditions, products, and yield Reactants: CC(C)(C)OC(=O)N1CCC(NCc2scnc2Cl)CC1, CC(=O)O[BH-](OC(C)=O)OC(C)=O, CC(=O)O, CC(C)C=O, ClCCCl, [Na+], [Na+], [OH-]. Product: CC(C)CN(Cc1scnc1Cl)C1CCN(C(=O)OC(C)(C)C)CC1. RXN SMILES: [C:15]([CH3:16])([CH3:17])([CH3:18])[O:19][C:20](=[O:21])[N:22]1[CH2:23][CH2:24][CH:25]([NH:28][CH2:29][c:30]2[c:31]([Cl:35])[n:32][cH:33][s:34]2)[CH2:26][CH2:27]1.[C:1]([O:2][BH-:3]([O:4][C:5](=[O:6])[CH3:7])[O:8][C:9](=[O:10])[CH3:11])(=[O:12])[CH3:13].[CH3:41][C:42](=[O:43])[OH:44].[CH:36]([CH:37]([CH3:38])[CH3:39])=[O:40].[Cl:47][CH2:48][CH2:49][Cl:50].[Na+:14].[Na+:46].[OH-:45]>>[C:15]([CH3:16])([CH3:17])([CH3:18])[O:19][C:20](=[O:21])[N:22]1[CH2:23][CH2:24][CH:25]([N:28]([CH2:29][c:30]2[c:31]([Cl:35])[n:32][cH:33][s:34]2)[CH2:36][CH:37]([CH3:38])[CH3:39])[CH2:26][CH2:27]1. Starting materials: [BH3-]C#N, CCS(=O)(=O)N1CCC(c2c[nH]c3c(C(N)=O)cc(-c4cc(C=O)c(OC)c(OC)c4)cc23)CC1, CNC, CO, [Cl-], [Cl-], [Na+], [Zn+2]. Product: CCS(=O)(=O)N1CCC(c2c[nH]c3c(C(N)=O)cc(-c4cc(CN(C)C)c(OC)c(OC)c4)cc23)CC1. As a reaction SMILES: [C:36]([BH3-:37])#[N:38].[CH2:1]([CH3:2])[S:3](=[O:4])(=[O:5])[N:6]1[CH2:7][CH2:8][CH:9]([c:12]2[cH:13][nH:14][c:15]3[c:16]([C:33](=[O:34])[NH2:35])[cH:17][c:18](-[c:21]4[cH:22][c:23]([CH:31]=[O:32])[c:24]([O:29][CH3:30])[c:25]([O:27][CH3:28])[cH:26]4)[cH:19][c:20]23)[CH2:10][CH2:11]1.[CH3:40][NH:41][CH3:42].[CH3:43][OH:44].[Cl-:45].[Cl-:47].[Na+:39].[Zn+2:46]>>[CH2:1]([CH3:2])[S:3](=[O:4])(=[O:5])[N:6]1[CH2:7][CH2:8][CH:9]([c:12]2[cH:13][nH:14][c:15]3[c:16]([C:33](=[O:34])[NH2:35])[cH:17][c:18](-[c:21]4[cH:22][c:23]([CH2:31][N:41]([CH3:40])[CH3:42])[c:24]([O:29][CH3:30])[c:25]([O:27][CH3:28])[cH:26]4)[cH:19][c:20]23)[CH2:10][CH2:11]1.